From a dataset of the Open Reaction Database (ORD), a public repository of structured organic reaction records. describe an organic reaction: reactants, conditions, products, and yield Starting materials: C(C)C1=C(C=C(S1)C(C)=O)C1=CC=C(C=C1)C (1-(5-ethyl-4-p-tolyl-thiophen-2-yl)-ethanone), CC=1C=C(C=O)C=C(C1O)C (3,5-dimethyl-4-hydroxybenzaldehyde). The solvent is C(C)O (ethanol), Cl (HCl), C(C)(C)O (isopropanol), O (water). Conditions: time 18 hour. The product is C(C)C1=C(C=C(S1)C(CCC1=CC(=C(C(=C1)C)O)C)=O)C1=CC=C(C=C1)C (1-(5-ethyl-4-p-tolyl-thiophen-2-yl)-3-(4-hydroxy-3,5-dimethyl-phenyl)-propan-1-one). Isolated yield 105.7%. Reaction SMILES: [CH2:1]([C:3]1[S:7][C:6]([C:8](=[O:10])[CH3:9])=[CH:5][C:4]=1[C:11]1[CH:16]=[CH:15][C:14]([CH3:17])=[CH:13][CH:12]=1)[CH3:2].[CH3:18][C:19]1[CH:20]=[C:21]([CH:24]=[C:25]([CH3:28])[C:26]=1[OH:27])[CH:22]=O>C(O)C.Cl.C(O)(C)C.O>[CH2:1]([C:3]1[S:7][C:6]([C:8](=[O:10])[CH2:9][CH2:22][C:21]2[CH:24]=[C:25]([CH3:28])[C:26]([OH:27])=[C:19]([CH3:18])[CH:20]=2)=[CH:5][C:4]=1[C:11]1[CH:12]=[CH:13][C:14]([CH3:17])=[CH:15][CH:16]=1)[CH3:2]. Procedure details: A solution of 1-(5-ethyl-4-p-tolyl-thiophen-2-yl)-ethanone (28 mg, 0.115 mmol) and 3,5-dimethyl-4-hydroxybenzaldehyde (26 mg, 0.172 mmol) in ethanol (1.5 mL) and 5 N HCl in isopropanol (0.3 mL) is stirred at rt for 18 h. The solution is diluted with water and extracted with EA. The organic extract is evaporated, dissolved in methanol (3 mL) and THF (3 mL) and treated with Pd/C (30 mg, 10% Pd). The slurry is stirred under 1.5 bar of H2 for 18 h. The mixture is filtered, the solvent of the filtrat... Reactants: CCOC(=O)C(CNC(=O)C1CCCN(C(=O)CCC2CCN(C(=O)OCc3ccccc3)CC2)C1)NC(C)=O, CCO, [K+], [Li+], C1CCOC1, [OH-], O, O=S(=O)([O-])O. Product: CC(=O)NC(CNC(=O)C1CCCN(C(=O)CCC2CCN(C(=O)OCc3ccccc3)CC2)C1)C(=O)O. As a reaction SMILES: [CH2:1]([CH3:2])[O:3][C:4]([CH:5]([CH2:6][NH:7][C:8](=[O:9])[CH:10]1[CH2:11][N:12]([C:16]([CH2:17][CH2:18][CH:19]2[CH2:20][CH2:21][N:22]([C:25](=[O:26])[O:27][CH2:28][c:29]3[cH:30][cH:31][cH:32][cH:33][cH:34]3)[CH2:23][CH2:24]2)=[O:35])[CH2:13][CH2:14][CH2:15]1)[NH:36][C:37]([CH3:38])=[O:39])=[O:40].[CH3:49][CH2:50][OH:51].[K+:48].[Li+:41].[O:52]1[CH2:53][CH2:54][CH2:55][CH2:56]1.[OH-:42].[OH2:57].[S:43](=[O:44])(=[O:45])([OH:46])[O-:47]>>[O:3]=[C:4]([CH:5]([CH2:6][NH:7][C:8](=[O:9])[CH:10]1[CH2:11][N:12]([C:16]([CH2:17][CH2:18][CH:19]2[CH2:20][CH2:21][N:22]([C:25](=[O:26])[O:27][CH2:28][c:29]3[cH:30][cH:31][cH:32][cH:33][cH:34]3)[CH2:23][CH2:24]2)=[O:35])[CH2:13][CH2:14][CH2:15]1)[NH:36][C:37]([CH3:38])=[O:39])[OH:40]. Starting materials: C#Cc1ccc(OC)cc1, CCCCCCC, CCOC(C)=O, Cc1ccc(S(=O)(=O)Oc2cccnc2)cc1. Yields the product COc1ccc(C#Cc2cccnc2)cc1. As a reaction SMILES: [C:18](#[CH:19])[c:20]1[cH:21][cH:22][c:23]([O:26][CH3:27])[cH:24][cH:25]1.[CH3:28][CH2:29][CH2:30][CH2:31][CH2:32][CH2:33][CH3:34].[CH3:35][CH2:36][O:37][C:38]([CH3:39])=[O:40].[n:1]1[cH:2][c:3]([O:7][S:8]([c:9]2[cH:10][cH:11][c:12]([CH3:13])[cH:14][cH:15]2)(=[O:16])=[O:17])[cH:4][cH:5][cH:6]1>>[n:1]1[cH:2][c:3]([C:19]#[C:18][c:20]2[cH:21][cH:22][c:23]([O:26][CH3:27])[cH:24][cH:25]2)[cH:4][cH:5][cH:6]1. Reactants: C(C=C)C(CO[SiH2]C1=CC=C(C=C1)I)CC=C (4-(diallylethoxysilyl)iodobenzene), C(C)(C)[Mg]Cl (i-PrMgCl), C(C=C)C(CO[SiH2]C1=CC=C(C=C1)[Mg]Cl)CC=C (4-(diallylethoxysilyl)phenylmagnesium chloride), C(C)(C)OB1OC(C(O1)(C)C)(C)C (2-isopropoxy-4,4,5,5-tetramethyl-1,3,2-dioxaborolane), resultant solution. Run in C1CCOC1 (THF), C1CCOC1 (THF), O (water). Reaction conditions: temperature -78 celsius, time 1 hour. Product: C(C=C)C(CO[SiH2]C1=CC=C(C=C1)B1OC(C(O1)(C)C)(C)C)CC=C (1-(diallylethoxysilyl)-4-(4,4,5,5-tetramethyl-1,3,2-di oxaborolan-2-yl)benzene). Yield: 75.0%. As a reaction SMILES: [CH2:1]([CH:4]([CH2:15][CH:16]=[CH2:17])[CH2:5][O:6][SiH2:7][C:8]1[CH:13]=[CH:12][C:11](I)=[CH:10][CH:9]=1)[CH:2]=[CH2:3].C([Mg]Cl)(C)C.C(C(CC=C)CO[SiH2]C1C=CC([Mg]Cl)=CC=1)C=C.C(O[B:45]1[O:49][C:48]([CH3:51])([CH3:50])[C:47]([CH3:53])([CH3:52])[O:46]1)(C)C>O.C1COCC1>[CH2:1]([CH:4]([CH2:15][CH:16]=[CH2:17])[CH2:5][O:6][SiH2:7][C:8]1[CH:13]=[CH:12][C:11]([B:45]2[O:49][C:48]([CH3:51])([CH3:50])[C:47]([CH3:53])([CH3:52])[O:46]2)=[CH:10][CH:9]=1)[CH:2]=[CH2:3]. Reported procedure: A THF solution (2 mL) of the 4-(diallylethoxysilyl)iodobenzene (171 mg, 0.48 mmol) obtained in Example 2 was added dropwise with 2 mol/L of i-PrMgCl (0.50 mL (solvent: THF), 1.0 mmol) at −30° C. Then, the resultant solution was stirred under a nitrogen atmosphere at −30° C. for 1.5 hours to obtain a THF solution containing 4-(diallylethoxysilyl)phenylmagnesium chloride (Grignrad solution). Subsequently, the obtained Grignrad solution was cooled to −78° C., and added dropwise with 2-isopropoxy-4,... Starting materials: CCCOC1CCNCC1, O=c1oc2ccccc2n1CCCCl, [I-], [K+], [K+], [Na+], O=C([O-])[O-]. Product: CCCOC1CCN(CCCn2c(=O)oc3ccccc32)CC1. RXN SMILES: [CH2:15]([CH2:16][CH3:17])[O:18][CH:19]1[CH2:20][CH2:21][NH:22][CH2:23][CH2:24]1.[Cl:1][CH2:2][CH2:3][CH2:4][n:5]1[c:6](=[O:14])[o:7][c:8]2[c:9]1[cH:10][cH:11][cH:12][cH:13]2.[I-:25].[K+:27].[K+:28].[Na+:26].[O-:29][C:30]([O-:31])=[O:32]>>[CH2:2]([CH2:3][CH2:4][n:5]1[c:6](=[O:14])[o:7][c:8]2[c:9]1[cH:10][cH:11][cH:12][cH:13]2)[N:22]1[CH2:21][CH2:20][CH:19]([O:18][CH2:15][CH2:16][CH3:17])[CH2:24][CH2:23]1. Reactants: N1=CC(=CC=C1)C=C1N2CCC(C1=O)CC2 (2-((3-Pyridinyl)methylene)-1-azabicyclo[2.2.2]octan-3-one), Cl (HCl), [H][H] (hydrogen). Reagents/catalysts: [Pd] (Palladium on carbon). Solvent: CO (methanol). The product is Cl.N1=CC(=CC=C1)CC1N2CCC(C1=O)CC2 (2-((3-pyridinyl)methyl)-1-azabicyclo[2.2.2]octan-3-one hydrochloride). Reaction SMILES: [N:1]1[CH:6]=[CH:5][CH:4]=[C:3]([CH:7]=[C:8]2[C:13](=[O:14])[CH:12]3[CH2:15][CH2:16][N:9]2[CH2:10][CH2:11]3)[CH:2]=1.[ClH:17].[H][H]>CO.[Pd]>[ClH:17].[N:1]1[CH:6]=[CH:5][CH:4]=[C:3]([CH2:7][CH:8]2[C:13](=[O:14])[CH:12]3[CH2:11][CH2:10][N:9]2[CH2:16][CH2:15]3)[CH:2]=1 |f:5.6|. Procedure details: 2-((3-Pyridinyl)methylene)-1-azabicyclo[2.2.2]octan-3-one (20 g, 93 mmol) was suspended in methanol (200 mL) and treated with 46 mL of 6N HCl. 10% Palladium on carbon (1.6 g) was added and the mixture was shaken under 25 psi hydrogen for 16 h. The mixture was filtered through Celite and solvent removed from the filtrate by rotary evaporation, to give crude 2-((3-pyridinyl)methyl)-1-azabicyclo[2.2.2]octan-3-one hydrochloride as a white gum (20 g). This was treated with 2N NaOH (50 mL) and chlorof... The solvent is ClCCl (dichloromethane), ClCCl (dichloromethane), ClCCl (dichloromethane). Reaction conditions: time 3 hour. As a reaction SMILES: [CH3:1][C:2]1([N:8]2[CH2:13][CH2:12][CH:11]([N:14]3[C@@H:18]4[CH2:19][CH2:20][CH2:21][CH2:22][C@H:17]4[NH:16][C:15]3=[O:23])[CH2:10][CH2:9]2)[CH2:7][CH2:6][NH:5][CH2:4][CH2:3]1.C(N(C(C)C)CC)(C)C.Cl[C:34]([O:36][CH:37]([CH3:39])[CH3:38])=[O:35].C([O-])(O)=O.[Na+]>ClCCl>[O:23]=[C:15]1[N:14]([CH:11]2[CH2:12][CH2:13][N:8]([C:2]3([CH3:1])[CH2:7][CH2:6][N:5]([C:34]([O:36][CH:37]([CH3:39])[CH3:38])=[O:35])[CH2:4][CH2:3]3)[CH2:9][CH2:10]2)[C@@H:18]2[CH2:19][CH2:20][CH2:21][CH2:22][C@H:17]2[NH:16]1 |f:3.4|. Starting materials: CC1(CCNCC1)N1CCC(CC1)N1C(N[C@H]2[C@H]1CCCC2)=O ((3aR,7aR)-1-[1-(4-methyl-4-piperidyl)-4-piperidyl]-3a,4,5,6,7,7a-hexahydro-3H-benzoimidazol-2-one), C(C)(C)N(CC)C(C)C (diisopropylethylamine), ClC(=O)OC(C)C (isopropyl chloroformate), C(=O)(O)[O-].[Na+] (NaHCO3). Procedure: A solution of (3aR,7aR)-1-[1-(4-methyl-4-piperidyl)-4-piperidyl]-3a,4,5,6,7,7a-hexahydro-3H-benzoimidazol-2-one (HCl salt, 99 mg, 0.25 mmol) and diisopropylethylamine (129.3 mg, 1.0 mmol) in dry dichloromethane (5 mL) at 0° C. was added dropwise with a solution of 1.0 N isopropyl chloroformate in dichloromethane (0.3 mL, 0.3 mmol) and was stirred at room temperature for 3 h. Saturated NaHCO3 (5 mL) was added followed by dichloromethane (20 mL). The phases were separated and the aqueous phase was... Yield: 51.0%. Product: O=C1N[C@H]2[C@H](N1C1CCN(CC1)C1(CCN(CC1)C(=O)OC(C)C)C)CCCC2 (Propan-2-yl 4-[4-[(3aR,7aR)-2-oxo-3a,4,5,6,7,7a-hexahydro-3H-benzoimidazol-1-yl]-1-piperidyl]-4-methyl-piperidine-1-carboxylate). Reactants: CC(C)(C)C(=O)OCCl, O=c1[nH]cnc2cc(OCc3ccccc3)ccc12, [H-], [Na+], CN(C)C=O. Product: CC(C)(C)C(=O)OCn1cnc2cc(OCc3ccccc3)ccc2c1=O. Reaction SMILES: [C:22]([C:23]([CH3:24])([CH3:25])[CH3:26])(=[O:27])[O:28][CH2:29][Cl:30].[CH2:1]([c:2]1[cH:3][cH:4][cH:5][cH:6][cH:7]1)[O:8][c:9]1[cH:10][cH:11][c:12]2[c:13](=[O:19])[nH:14][cH:15][n:16][c:17]2[cH:18]1.[H-:20].[Na+:21].[O:31]=[CH:32][N:33]([CH3:34])[CH3:35]>>[CH2:1]([c:2]1[cH:3][cH:4][cH:5][cH:6][cH:7]1)[O:8][c:9]1[cH:10][cH:11][c:12]2[c:13](=[O:19])[n:14]([CH2:29][O:28][C:22]([C:23]([CH3:24])([CH3:25])[CH3:26])=[O:27])[cH:15][n:16][c:17]2[cH:18]1. Product: BrC=1N=C(SC1C=1N(C=CN1)COCC[Si](C)(C)C)C1=CC(=NC=C1)NC(C)=O (N-(4-(4-bromo-5-(1-((2-(trimethylsilyl)ethoxy)methyl)-1H-imidazol-2-yl)thiazol-2-yl)pyridin-2-yl)acetamide). Reagents/catalysts: C=1C=CC(=CC1)[P](C=2C=CC=CC2)(C=3C=CC=CC3)[Pd]([P](C=4C=CC=CC4)(C=5C=CC=CC5)C=6C=CC=CC6)([P](C=7C=CC=CC7)(C=8C=CC=CC8)C=9C=CC=CC9)[P](C=1C=CC=CC1)(C=1C=CC=CC1)C=1C=CC=CC1 (tetrakis(triphenylphosphine)palladium(0)), [Cu]I (copper(I) iodide). Reactants: BrC=1SC(=C(N1)Br)C=1N(C=CN1)COCC[Si](C)(C)C (2,4-dibromo-5-(1-((2-(trimethylsilyl)ethoxy)methyl)-1H-imidazol-2-yl)thiazole), C[Sn](C1=CC(=NC=C1)NC(C)=O)(C)C (N-[4-(trimethylstannyl)pyridin-2-yl]acetamide), [Cl-].[Li+] (lithium chloride), O1CCOCC1 (1,4-dioxane). As a reaction SMILES: Br[C:2]1[S:3][C:4]([C:8]2[N:9]([CH2:13][O:14][CH2:15][CH2:16][Si:17]([CH3:20])([CH3:19])[CH3:18])[CH:10]=[CH:11][N:12]=2)=[C:5]([Br:7])[N:6]=1.C[Sn](C)(C)[C:23]1[CH:28]=[CH:27][N:26]=[C:25]([NH:29][C:30](=[O:32])[CH3:31])[CH:24]=1.[Cl-].[Li+].O1CCOCC1>C1C=CC([P]([Pd]([P](C2C=CC=CC=2)(C2C=CC=CC=2)C2C=CC=CC=2)([P](C2C=CC=CC=2)(C2C=CC=CC=2)C2C=CC=CC=2)[P](C2C=CC=CC=2)(C2C=CC=CC=2)C2C=CC=CC=2)(C2C=CC=CC=2)C2C=CC=CC=2)=CC=1.[Cu]I>[Br:7][C:5]1[N:6]=[C:2]([C:23]2[CH:28]=[CH:27][N:26]=[C:25]([NH:29][C:30](=[O:32])[CH3:31])[CH:24]=2)[S:3][C:4]=1[C:8]1[N:9]([CH2:13][O:14][CH2:15][CH2:16][Si:17]([CH3:20])([CH3:19])[CH3:18])[CH:10]=[CH:11][N:12]=1 |f:2.3,^1:46,48,67,86|. Reported procedure: A mixture of 2,4-dibromo-5-(1-((2-(trimethylsilyl)ethoxy)methyl)-1H-imidazol-2-yl)thiazole (13.62 g, 31.01 mmol), N-[4-(trimethylstannyl)pyridin-2-yl]acetamide (11.1 g, 37.2 mmol), tetrakis(triphenylphosphine)palladium(0) (1.792 g, 1.550 mmol), copper(I) iodide (1.772 g, 9.302 mmol) and lithium chloride (3.944 g, 93.02 mmol) in 1,4-dioxane (569 mL, 7290 mmol) was degassed and filled with argon three times. The mixture was sonicated for 20 min and then heated at 120° C. for 5 h. The reaction mixt... Reaction conditions: temperature 120 celsius.